Dataset: the Open Reaction Database (ORD), a public repository of structured organic reaction records. Task: describe an organic reaction: reactants, conditions, products, and yield Starting materials: COC(=O)C1=CC(=C(C2=C1OC=C2)NC(C)=O)Cl (methyl-4-acetamido-5-chloro-benzo[b]furan-7-carboxylate), [H][H] (hydrogen). Reagents/catalysts: [Rh] (Rh/C). The solvent is CC(=O)C (acetone). Product: C(C)(=O)NC1=C(C=C(C=2OCCC21)C(=O)OC)Cl (Methyl 4-acetamido-5-chloro-2,3-dihydrobenzo[b]furan-7-carboxylate). Yield: 95.3%. Reaction SMILES: [CH3:1][O:2][C:3]([C:5]1[C:10]2[O:11][CH:12]=[CH:13][C:9]=2[C:8]([NH:14][C:15](=[O:17])[CH3:16])=[C:7]([Cl:18])[CH:6]=1)=[O:4].[H][H]>CC(C)=O.[Rh]>[C:15]([NH:14][C:8]1[C:9]2[CH2:13][CH2:12][O:11][C:10]=2[C:5]([C:3]([O:2][CH3:1])=[O:4])=[CH:6][C:7]=1[Cl:18])(=[O:17])[CH3:16]. Procedure details: A solution of methyl-4-acetamido-5-chloro-benzo[b]furan-7-carboxylate (0.5 g) in acetone (300 ml) was stirred for 3 hours in presence of 5% Rh/C (0.5 g) in a hydrogen atmosphere. The catalyst was filtered off and the filtrate was evaporated in vacuo to yield 0.48 g of the title product. Reactants: B, CO, O=C(O)CCc1cc(F)cc(F)c1, C1CCOC1, C1CCOC1. Product: OCCCc1cc(F)cc(F)c1. As a reaction SMILES: [BH3:6].[CH3:20][OH:21].[F:7][c:8]1[cH:9][c:10]([CH2:15][CH2:16][C:17](=[O:18])[OH:19])[cH:11][c:12]([F:14])[cH:13]1.[O:1]1[CH2:2][CH2:3][CH2:4][CH2:5]1.[O:22]1[CH2:23][CH2:24][CH2:25][CH2:26]1>>[F:7][c:8]1[cH:9][c:10]([CH2:15][CH2:16][CH2:17][OH:18])[cH:11][c:12]([F:14])[cH:13]1. The reactants are [Al+3], CON(C)C(=O)c1cccc(-c2nc3sccn3c2-c2ccnc(NC3CCCN(S(=O)(=O)c4ccc(Cl)cc4)C3)n2)c1, [H-], [H-], [H-], [H-], [Li+], C1CCOC1. The product is O=Cc1cccc(-c2nc3sccn3c2-c2ccnc(NC3CCCN(S(=O)(=O)c4ccc(Cl)cc4)C3)n2)c1. As a reaction SMILES: [Al+3:45].[Cl:1][c:2]1[cH:3][cH:4][c:5]([S:8](=[O:9])(=[O:10])[N:11]2[CH2:12][CH:13]([NH:17][c:18]3[n:19][cH:20][cH:21][c:22](-[c:24]4[c:25](-[c:32]5[cH:33][c:34]([C:35](=[O:36])[N:37]([O:38][CH3:39])[CH3:40])[cH:41][cH:42][cH:43]5)[n:26][c:27]5[s:28][cH:29][cH:30][n:31]45)[n:23]3)[CH2:14][CH2:15][CH2:16]2)[cH:6][cH:7]1.[H-:44].[H-:47].[H-:48].[H-:49].[Li+:46].[O:50]1[CH2:51][CH2:52][CH2:53][CH2:54]1>>[Cl:1][c:2]1[cH:3][cH:4][c:5]([S:8](=[O:9])(=[O:10])[N:11]2[CH2:12][CH:13]([NH:17][c:18]3[n:19][cH:20][cH:21][c:22](-[c:24]4[c:25](-[c:32]5[cH:33][c:34]([CH:35]=[O:36])[cH:41][cH:42][cH:43]5)[n:26][c:27]5[s:28][cH:29][cH:30][n:31]45)[n:23]3)[CH2:14][CH2:15][CH2:16]2)[cH:6][cH:7]1. The reactants are Cl, CC(=O)Nc1ccc(-c2c(C#N)c(N)nc(Sc3ccccc3)c2C#N)cc1, CN(C)C=O, O. Reaction SMILES: [ClH:29].[NH2:1][c:2]1[n:3][c:4]([S:22][c:23]2[cH:24][cH:25][cH:26][cH:27][cH:28]2)[c:5]([C:20]#[N:21])[c:6](-[c:10]2[cH:11][cH:12][c:13]([NH:16][C:17]([CH3:18])=[O:19])[cH:14][cH:15]2)[c:7]1[C:8]#[N:9].[O:30]=[CH:31][N:32]([CH3:33])[CH3:34].[OH2:35]>>[NH2:1][c:2]1[n:3][c:4]([SH:22])[c:5]([C:20]#[N:21])[c:6](-[c:10]2[cH:11][cH:12][c:13]([NH:16][C:17]([CH3:18])=[O:19])[cH:14][cH:15]2)[c:7]1[C:8]#[N:9]. The product is CC(=O)Nc1ccc(-c2c(C#N)c(N)nc(S)c2C#N)cc1. Reactants: C(C1=CC=CC=C1)NC(CC(=O)O)(C)C (3-Benzylamino-3-methyl-butyric acid), B (borane), solution. Solvent: C1CCOC1 (THF), C1CCOC1 (THF). Conditions: time 1 hour. Product: C(C1=CC=CC=C1)NC(CCO)(C)C (3-Benzylamino-3-methyl-butan-1-ol). Isolated yield 47.2%. Reaction SMILES: [CH2:1]([NH:8][C:9]([CH3:15])([CH3:14])[CH2:10][C:11](O)=[O:12])[C:2]1[CH:7]=[CH:6][CH:5]=[CH:4][CH:3]=1.B>C1COCC1>[CH2:1]([NH:8][C:9]([CH3:15])([CH3:14])[CH2:10][CH2:11][OH:12])[C:2]1[CH:7]=[CH:6][CH:5]=[CH:4][CH:3]=1. Procedure: To a slurry of 3-Benzylamino-3-methyl-butyric acid (1.00 g, 4.83 mmol) in THF was added borane (9.7 mmol, 9.7 mL of a 1.0 M solution in THF). After stirring for 1 h, the mixture was quenched by pouring into a mixture of 1 M HCl and crushed ice. The mixture was neutralized with K2CO3 and extracted 1× with CHCl3. The material was dried via passage through cotton and concentrated to give 441 mg (47%) of the title compound: Rf 0.40 (12:88 MeOH/CHCl3). Reactants: C1(C=2C(C(=O)O1)=CC=CC2)=O (phthalic anhydride), glass, NC1=CC=C(CC2=C(N)C=CC(=C2)CC2=CC=C(C=C2)N)C=C1 (2,4-Bis(p-aminobenzyl)aniline), C1(C=2C(C(=O)O1)=CC=CC2)=O (phthalic anhydride). The solvent is O (water), O (water). Product: phthalimide-amine, C1(C=2C(C(N1)=O)=CC=CC2)=O (phthalimide). As a reaction SMILES: [NH2:1]C1C=CC(CC2C=C(CC3C=CC(N)=CC=3)C=CC=2N)=CC=1.[C:24]1(=O)[O:29][C:27](=[O:28])[C:26]2=[CH:30][CH:31]=[CH:32][CH:33]=[C:25]12>O>[C:24]1(=[O:29])[NH:1][C:27](=[O:28])[C:26]2=[CH:30][CH:31]=[CH:32][CH:33]=[C:25]12. Reported procedure: A phthalimide-amine was prepared by mixing in a 2 liter glass resin kettle equipped with a mechanical stirrer, a heating mantle, a thermocouple connected to a temperature recorder, and an overhead water trap with a vertical condenser, 2.0 moles (600 grams) of BABA (a product of the E. I. duPont de Nemours & Company containing primarily 2,4-Bis(p-aminobenzyl)aniline) and 3.0 moles (444 grams) of phthalic anhydride. Heat was applied, and at about 100° C., the BABA melted and phthalic anhydride sta...